This data is from the Open Reaction Database (ORD), a public repository of structured organic reaction records. The task is: describe an organic reaction: reactants, conditions, products, and yield The reactants are [OH-].[Na+] (sodium hydroxide), COC(C1=CC(=C(C=C1)CCS(=O)(=O)N1CCC2(C(NC(=N2)C2=CC(=CC(=C2)C(F)(F)F)OCCC=C)=O)CC1)C)=O (4-{2-[2-(3-but-3-enyloxy-5-trifluoromethyl-phenyl)-4-oxo-1,3,8-triaza-spiro[4.5]dec-1-ene-8-sulfonyl]-ethyl}-3-methyl-benzoic acid methyl ester). The solvent is CO (methanol). Reaction conditions: time 2 hour. The product is C(CC=C)OC=1C=C(C=C(C1)C(F)(F)F)C1=NC2(C(N1)=O)CCN(CC2)S(=O)(=O)CCC2=C(C=C(C(=O)O)C=C2)C (4-{2-[2-(3-but-3-enyloxy-5-trifluoromethyl-phenyl)-4-oxo-1,3,8-triaza-spiro[4.5]dec-1-ene-8-sulfonyl]-ethyl}-3-methyl-benzoic acid). Yield: 86.8%. Reaction SMILES: [OH-].[Na+].C[O:4][C:5](=[O:44])[C:6]1[CH:11]=[CH:10][C:9]([CH2:12][CH2:13][S:14]([N:17]2[CH2:42][CH2:41][C:20]3([N:24]=[C:23]([C:25]4[CH:30]=[C:29]([C:31]([F:34])([F:33])[F:32])[CH:28]=[C:27]([O:35][CH2:36][CH2:37][CH:38]=[CH2:39])[CH:26]=4)[NH:22][C:21]3=[O:40])[CH2:19][CH2:18]2)(=[O:16])=[O:15])=[C:8]([CH3:43])[CH:7]=1>CO>[CH2:36]([O:35][C:27]1[CH:26]=[C:25]([C:23]2[NH:22][C:21](=[O:40])[C:20]3([CH2:41][CH2:42][N:17]([S:14]([CH2:13][CH2:12][C:9]4[CH:10]=[CH:11][C:6]([C:5]([OH:44])=[O:4])=[CH:7][C:8]=4[CH3:43])(=[O:16])=[O:15])[CH2:18][CH2:19]3)[N:24]=2)[CH:30]=[C:29]([C:31]([F:33])([F:34])[F:32])[CH:28]=1)[CH2:37][CH:38]=[CH2:39] |f:0.1|. Procedure details: A 5 N aqueous sodium hydroxide solution (6.6 ml, 33 mmol) was added to a solution of 4-{2-[2-(3-but-3-enyloxy-5-trifluoromethyl-phenyl)-4-oxo-1,3,8-triaza-spiro[4.5]dec-1-ene-8-sulfonyl]-ethyl}-3-methyl-benzoic acid methyl ester (2.10 g) in methanol (22 ml), and the mixture was stirred at room temperature for two hours. The reaction solution was cooled and then quenched with 2 N hydrochloric acid (25 ml), followed by extraction with ethyl acetate. The organic layer was washed with water and satu... The reactants are C(C)(C)Br (isopropyl bromide), O (water), FC1=CC=CC=2C3=C(NC12)CCNC3=O (6-fluoro-2,3,4,5-tetrahydro-1H-pyrido[4,3-b]indol-1-one), [H-].[Na+] (sodium hydride), C(C)(C)Br (Isopropyl bromide). The solvent is CN(C)C=O (DMF). Run at time 1 hour. The product is FC1=CC=CC=2C3=C(N(C12)C(C)C)CCNC3=O (6-Fluoro-2,3,4,5-tetrahydro-5-(1-methylethyl)-1H-pyrido[4,3-b]indol-1-one). Isolated yield 19.8%. As a reaction SMILES: [F:1][C:2]1[C:10]2[NH:9][C:8]3[CH2:11][CH2:12][NH:13][C:14](=[O:15])[C:7]=3[C:6]=2[CH:5]=[CH:4][CH:3]=1.[H-].[Na+].[CH:18](Br)([CH3:20])[CH3:19].O>CN(C=O)C>[F:1][C:2]1[C:10]2[N:9]([CH:18]([CH3:20])[CH3:19])[C:8]3[CH2:11][CH2:12][NH:13][C:14](=[O:15])[C:7]=3[C:6]=2[CH:5]=[CH:4][CH:3]=1 |f:1.2|. Procedure details: A stirred solution of 6-fluoro-2,3,4,5-tetrahydro-1H-pyrido[4,3-b]indol-1-one (1.006 g) in dry DMF (50 ml) was treated with sodium hydride (73.2% dispersion in oil; 333 mg) and stirred under nitrogen for 1 h. Isopropyl bromide (663 mg) was then added, and the solution was stirred at room temperature for 30 min and then at 50° for 12 h. A further portion of isopropyl bromide (150 mg) was then added, and the reaction was then stirred under nitrogen at 50° for ca. 60 h. The mixture was then cooled ... The reactants are BrCC1=CC=C(C(=O)NC2=CC(=C(C=C2)Cl)C2=NC=CC=C2)C=C1 (4-(bromomethyl)-N-(4-chloro-3-(pyridin-2-yl)phenyl)benzamide), N1N=CC=C1 (1H-pyrazole). Product: N1(N=CC=C1)CC1=CC=C(C(=O)NC2=CC(=C(C=C2)Cl)C2=NC=CC=C2)C=C1 (4-((1H-pyrazol-1-yl)methyl)-N-(4-chloro-3-(pyridin-2-yl)phenyl)benzamide). As a reaction SMILES: Br[CH2:2][C:3]1[CH:24]=[CH:23][C:6]([C:7]([NH:9][C:10]2[CH:15]=[CH:14][C:13]([Cl:16])=[C:12]([C:17]3[CH:22]=[CH:21][CH:20]=[CH:19][N:18]=3)[CH:11]=2)=[O:8])=[CH:5][CH:4]=1.[NH:25]1[CH:29]=[CH:28][CH:27]=[N:26]1>>[N:25]1([CH2:2][C:3]2[CH:24]=[CH:23][C:6]([C:7]([NH:9][C:10]3[CH:15]=[CH:14][C:13]([Cl:16])=[C:12]([C:17]4[CH:22]=[CH:21][CH:20]=[CH:19][N:18]=4)[CH:11]=3)=[O:8])=[CH:5][CH:4]=2)[CH:29]=[CH:28][CH:27]=[N:26]1. Procedure details: 70 mg of 4-(bromomethyl)-N-(4-chloro-3-(pyridin-2-yl)phenyl)benzamide was coupled to 36 mg of 1H-pyrazole via Procedure P. The reaction was evaporated to dryness and purified by reverse phase HPLC to yield 4-((1H-pyrazol-1-yl)methyl)-N-(4-chloro-3-(pyridin-2-yl)phenyl)benzamide. Starting materials: [Si](C)(C)(C(C)(C)C)O[C@@H](CN(CCCC#CC1=CC=C(C=C1)NC(C(F)(F)F)=O)C)C1=C2C=CC(NC2=C(C=C1)O)=O ((R)—N-(4-(5-((2-((tert-butyldimethylsilyl)oxy)-2-(8-hydroxy-2-oxo-1,2-dihydroquinolin-5-yl)ethyl)(methyl)amino)pent-1-yn-1-yl)phenyl)-2,2,2-trifluoroacetamide), BrCCCCC1(SCCS1)C1=CC=C(C=C1)NC(C(F)(F)F)=O (N-(4-(2-(4-bromobutyl)-1,3-dithiolan-2-yl)phenyl)-2,2,2-trifluoroacetamide), C32H43F3N3O4S2Si. The product is [Si](C)(C)(C(C)(C)C)O[C@@H](CNCCCCC1(SCCS1)C1=CC=C(C=C1)NC(C(F)(F)F)=O)C1=C2C=CC(NC2=C(C=C1)O)=O ((R)—N-(4-(2-(4-((2-((tert-butyldimethylsilyl)oxy)-2-(8-hydroxy-2-oxo-1,2-dihydroquinolin-5-yl)ethyl)amino)butyl)-1,3-dithiolan-2-yl)phenyl)-2,2,2-trifluoroacetamide). Reaction SMILES: [Si:1]([O:8][C@H:9]([C:31]1[CH:40]=[CH:39][C:38]([OH:41])=[C:37]2[C:32]=1[CH:33]=[CH:34][C:35](=[O:42])[NH:36]2)[CH2:10][N:11](C)[CH2:12][CH2:13][CH2:14][C:15]#[C:16][C:17]1[CH:22]=[CH:21][C:20]([NH:23][C:24](=[O:29])[C:25]([F:28])([F:27])[F:26])=[CH:19][CH:18]=1)([C:4]([CH3:7])([CH3:6])[CH3:5])([CH3:3])[CH3:2].BrCCCCC1(C2C=CC(NC(=O)C(F)(F)F)=CC=2)[S:52][CH2:51][CH2:50][S:49]1>>[Si:1]([O:8][C@H:9]([C:31]1[CH:40]=[CH:39][C:38]([OH:41])=[C:37]2[C:32]=1[CH:33]=[CH:34][C:35](=[O:42])[NH:36]2)[CH2:10][NH:11][CH2:12][CH2:13][CH2:14][CH2:15][C:16]1([C:17]2[CH:22]=[CH:21][C:20]([NH:23][C:24](=[O:29])[C:25]([F:27])([F:26])[F:28])=[CH:19][CH:18]=2)[S:52][CH2:51][CH2:50][S:49]1)([C:4]([CH3:6])([CH3:5])[CH3:7])([CH3:3])[CH3:2]. Reported procedure: The title compound was synthesized in a manner analogous to that described for Intermediate 102, using Intermediate 45 in place of Intermediate 98. ES/MS calcd. for C32H43F3N3O4S2Si+ 682.2. Found m/z=682.4 (M+H)+.